Dataset: the Open Reaction Database (ORD), a public repository of structured organic reaction records. Task: describe an organic reaction: reactants, conditions, products, and yield The reactants are CCc1cccc(C2CC2)c1C(=O)O, NC1CCCC1N1CCCC1. Yields the product CCc1cccc(C2CC2)c1C(=O)NC1CCCC1N1CCCC1. RXN SMILES: [CH:12]1([c:15]2[c:16]([C:17](=[O:18])[OH:19])[c:20]([CH2:24][CH3:25])[cH:21][cH:22][cH:23]2)[CH2:13][CH2:14]1.[N:1]1([CH:6]2[CH:7]([NH2:11])[CH2:8][CH2:9][CH2:10]2)[CH2:2][CH2:3][CH2:4][CH2:5]1>>[N:1]1([CH:6]2[CH:7]([NH:11][C:17]([c:16]3[c:15]([CH:12]4[CH2:13][CH2:14]4)[cH:23][cH:22][cH:21][c:20]3[CH2:24][CH3:25])=[O:18])[CH2:8][CH2:9][CH2:10]2)[CH2:2][CH2:3][CH2:4][CH2:5]1. The reactants are CI (Methyliodide), C1(=CC=CC=C1)C(N1C=NCC(C1)C1=NC(=NO1)C)(C1=CC=CC=C1)C1=CC=CC=C1 (1-triphenylmethyl-5(3-methyl-1,2,4-oxadiazol-5-yl) -1,4,5,6-tetrahydropyrimidine). Solvent: C(Cl)(Cl)Cl (chloroform). Run at time 12 hour. The product is [I-].C[NH+]1CN(CC(C1)C1=NC(=NO1)C)C(C1=CC=CC=C1)(C1=CC=CC=C1)C1=CC=CC=C1 (1-Methyl-3-triphenylmethyl-5(3-methyl-1,2,4-oxadiazol-5-yl)-1,4,5,6-tetrahydropyrimidinium Iodide). Yield: 99.6%. As a reaction SMILES: [CH3:1][I:2].[C:3]1([C:9]([C:28]2[CH:33]=[CH:32][CH:31]=[CH:30][CH:29]=2)([C:22]2[CH:27]=[CH:26][CH:25]=[CH:24][CH:23]=2)[N:10]2[CH2:15][CH:14]([C:16]3[O:20][N:19]=[C:18]([CH3:21])[N:17]=3)[CH2:13][N:12]=[CH:11]2)[CH:8]=[CH:7][CH:6]=[CH:5][CH:4]=1>C(Cl)(Cl)Cl>[I-:2].[CH3:1][NH+:12]1[CH2:13][CH:14]([C:16]2[O:20][N:19]=[C:18]([CH3:21])[N:17]=2)[CH2:15][N:10]([C:9]([C:3]2[CH:8]=[CH:7][CH:6]=[CH:5][CH:4]=2)([C:22]2[CH:23]=[CH:24][CH:25]=[CH:26][CH:27]=2)[C:28]2[CH:33]=[CH:32][CH:31]=[CH:30][CH:29]=2)[CH2:11]1 |f:3.4|. Procedure: Methyliodide (38 μl, 0.6 mmol) was added to a stirred solution of 1-triphenylmethyl-5(3-methyl-1,2,4-oxadiazol-5-yl) -1,4,5,6-tetrahydropyrimidine (250 mg, 0.6 mmol) in chloroform (1 ml), in a round bottom flask with a septum, at room temperature. After 12 hours stirring the solvents were evaporated in vacuo giving 330 mg (100%) crude white crystals identified by 300 MHz nmr. Yields the product CC(C)(N)CNc1ccc(C#N)cc1. Starting materials: CC(C)(N)CN, CO, N#Cc1ccc(F)cc1. Reaction SMILES: [CH3:10][C:11]([CH2:12][NH2:13])([CH3:14])[NH2:15].[CH3:16][OH:17].[F:1][c:2]1[cH:3][cH:4][c:5]([C:6]#[N:7])[cH:8][cH:9]1>>[c:2]1([NH:13][CH2:12][C:11]([CH3:10])([CH3:14])[NH2:15])[cH:3][cH:4][c:5]([C:6]#[N:7])[cH:8][cH:9]1. The reactants are NC1=CC=CC=C1 (aniline), [BH3-]C#N.[Na+] (NaBH3CN), CC(=O)O (AcOH), C(C)(C)(C)OC(N[C@H](COC=1C=NC=C(C1)C1=CC=C(C=C1)C=O)CC1=CNC2=CC=CC=C12)=O ((1S)-[2-[5-(4-Formyl-phenyl)-pyridin-3-yloxy]-1-(1H-indol-3-ylmethyl)-ethyl]-carbamic acid tert-butyl ester). Solvent: CO (MeOH), C(C)(=O)OCC (ethyl acetate). Yields the product C(C)(C)(C)OC(N[C@H](COC=1C=NC=C(C1)C1=CC=C(C=C1)CNC1=CC=CC=C1)CC1=CNC2=CC=CC=C12)=O ((1S)-{1-(1H-Indol-3-ylmethyl)-2-[5-(4-phenylaminomethyl-phenyl)-pyridin-3-yloxy]-ethyl}-carbamic acid tert-butyl ester). Reaction SMILES: [C:1]([O:5][C:6](=[O:35])[NH:7][C@@H:8]([CH2:25][C:26]1[C:34]2[C:29](=[CH:30][CH:31]=[CH:32][CH:33]=2)[NH:28][CH:27]=1)[CH2:9][O:10][C:11]1[CH:12]=[N:13][CH:14]=[C:15]([C:17]2[CH:22]=[CH:21][C:20]([CH:23]=O)=[CH:19][CH:18]=2)[CH:16]=1)([CH3:4])([CH3:3])[CH3:2].[NH2:36][C:37]1[CH:42]=[CH:41][CH:40]=[CH:39][CH:38]=1.[BH3-]C#N.[Na+].CC(O)=O>CO.C(OCC)(=O)C>[C:1]([O:5][C:6](=[O:35])[NH:7][C@@H:8]([CH2:25][C:26]1[C:34]2[C:29](=[CH:30][CH:31]=[CH:32][CH:33]=2)[NH:28][CH:27]=1)[CH2:9][O:10][C:11]1[CH:12]=[N:13][CH:14]=[C:15]([C:17]2[CH:18]=[CH:19][C:20]([CH2:23][NH:36][C:37]3[CH:42]=[CH:41][CH:40]=[CH:39][CH:38]=3)=[CH:21][CH:22]=2)[CH:16]=1)([CH3:2])([CH3:4])[CH3:3] |f:2.3|. Procedure details: A solution of Example 116A (0.03 g, 0.06 mmol) in 2 mL of MeOH was cooled to 0° C. then treated with aniline (0.018 g 0.2 mmol), NaBH3CN (0.004 g, 0.06 mmol) and AcOH (1 ml). The mixture was allowed to warm to room temperature overnight. The mixture was diluted with ethyl acetate (20 ml), washed with water (10 ml) and brine (10 ml). The ethyl acetate was evaporated off and the residue was used without further purification. The reactants are ClC1=CC(=C(N)C=C1)C#N (4-chloro-2-cyanoaniline), C(CC(O)(C(=O)O)CC(=O)O)(=O)O (citric acid), C1(CC1)Br (cyclopropyl bromide), COC(OC)=O (dimethylcarbonate). The solvent is C1CCOC1 (THF), C1CCOC1 (THF). Run at temperature 33 celsius, time 45 minute. Yields the product ClC=1C=C2C(=NC(NC2=CC1)=O)C1CC1 (6-Chloro-4-cyclopropylquinazolin-2(1H)-one). Yield: 44.0%. Reaction SMILES: [CH:1]1(Br)[CH2:3][CH2:2]1.[Cl:5][C:6]1[CH:12]=[CH:11][C:9]([NH2:10])=[C:8]([C:13]#[N:14])[CH:7]=1.[CH3:15][O:16]C(=O)OC.C(O)(=O)CC(CC(O)=O)(C(O)=O)O>C1COCC1>[Cl:5][C:6]1[CH:7]=[C:8]2[C:9](=[CH:11][CH:12]=1)[NH:10][C:15](=[O:16])[N:14]=[C:13]2[CH:1]1[CH2:3][CH2:2]1. Procedure: A 3-necked round bottom flask equipped with a thermometer, magnetic stirrer, addition funnel and septum inlet was oven dried and swept with Ar. The flask was charged with a suspension of 5.5 g (0.226 g-atom) of magnesium turnings (Aldrich) in 150 mL of dry THF. A 3.0 mL portion of cyclopropyl bromide (Aldrich, distilled) was added to the suspension in one portion, and the mixture heated to 33° C., at which time a gentle exotherm began. After this exotherm had stabilized at 48° C., the remaining ... Product: NNc1ccc(S(=O)(=O)c2ccc(F)cc2)cc1. Starting materials: [Cl-], Cl, Nc1ccc(S(=O)(=O)c2ccc(F)cc2)cc1, O=N[O-], [Na+], O. RXN SMILES: [Cl-:22].[ClH:23].[F:1][c:2]1[cH:3][cH:4][c:5]([S:8](=[O:9])(=[O:10])[c:11]2[cH:12][cH:13][c:14]([NH2:17])[cH:15][cH:16]2)[cH:6][cH:7]1.[N:18]([O-:19])=[O:20].[Na+:21].[OH2:24]>>[F:1][c:2]1[cH:3][cH:4][c:5]([S:8](=[O:9])(=[O:10])[c:11]2[cH:12][cH:13][c:14]([NH:17][NH2:18])[cH:15][cH:16]2)[cH:6][cH:7]1. Reactants: C(C)N(C(\C=C\C(C)=O)=O)CC ((E)-N,N-diethyl-4-oxo-2-pentenamide), [BH4-].[Na+] (sodium borohydride). Solvent: CO (methanol). Yields the product C(C)N(C(\C=C\C(C)O)=O)CC ((E)-N,N-Diethyl-4-hydroxy-2-pentenamide). RXN SMILES: [CH2:1]([N:3]([CH2:11][CH3:12])[C:4](=[O:10])/[CH:5]=[CH:6]/[C:7](=[O:9])[CH3:8])[CH3:2].[BH4-].[Na+]>CO>[CH2:11]([N:3]([CH2:1][CH3:2])[C:4](=[O:10])/[CH:5]=[CH:6]/[CH:7]([OH:9])[CH3:8])[CH3:12] |f:1.2|. Reported procedure: To (E)-N,N-diethyl-4-oxo-2-pentenamide (0.73 g, 4.31 mmol) in methanol (10 ml) cooled to 0° C. is added sodium borohydride (0.18 g, 4.75 mmol) under nitrogen stirred for minutes, quenched with excess water, and extracted with ethyl acetate (3×50 ml). The organic extracts are combined, washed with saline (50 ml), dried over sodium sulfate, concentrated in vacuo to give the title compound, NMR (CDCl3) 6.89, 6.42, 4.49, 3.41, 2.51, 1.33, 1.17.